From a dataset of the Open Reaction Database (ORD), a public repository of structured organic reaction records. describe an organic reaction: reactants, conditions, products, and yield Reactants: BrC1=CC(=C(C#N)C=C1)F (4-bromo-2-fluorobenzonitrile), C([O-])([O-])=O.[Cs+].[Cs+] (caesium carbonate), CC1(C2=CC=CC(=C2OC=2C(=CC=CC12)P(C1=CC=CC=C1)C1=CC=CC=C1)P(C1=CC=CC=C1)C1=CC=CC=C1)C (9,9-dimethyl-4,5-bis(diphenylphosphino)xanthene), COC(=O)C1=CC=CC=2NC3=CC=CC=C3C12 (9H-carbazole-4-carboxylic acid methyl ester). Reagents/catalysts: C(C)(=O)[O-].[Pd+2].C(C)(=O)[O-] (palladium acetate). Run in O1CCOCC1 (dioxane). Yields the product COC(=O)C1=CC=CC=2N(C3=CC=CC=C3C12)C1=CC(=C(C=C1)C#N)F (9-(4-cyano-3-fluorophenyl)-9H-carbazole-4-carboxylic acid methyl ester). Yield: 81.1%. As a reaction SMILES: Br[C:2]1[CH:9]=[CH:8][C:5]([C:6]#[N:7])=[C:4]([F:10])[CH:3]=1.C(=O)([O-])[O-].[Cs+].[Cs+].CC1(C)C2C=CC=C(P(C3C=CC=CC=3)C3C=CC=CC=3)C=2OC2C1=CC=CC=2P(C1C=CC=CC=1)C1C=CC=CC=1.[CH3:59][O:60][C:61]([C:63]1[C:75]2[C:74]3[C:69](=[CH:70][CH:71]=[CH:72][CH:73]=3)[NH:68][C:67]=2[CH:66]=[CH:65][CH:64]=1)=[O:62]>O1CCOCC1.C([O-])(=O)C.[Pd+2].C([O-])(=O)C>[CH3:59][O:60][C:61]([C:63]1[C:75]2[C:74]3[C:69](=[CH:70][CH:71]=[CH:72][CH:73]=3)[N:68]([C:2]3[CH:9]=[CH:8][C:5]([C:6]#[N:7])=[C:4]([F:10])[CH:3]=3)[C:67]=2[CH:66]=[CH:65][CH:64]=1)=[O:62] |f:1.2.3,7.8.9|. Procedure: 0.43 g of 4-bromo-2-fluorobenzonitrile, 2.2 g of caesium carbonate, 0.12 g of 9,9-dimethyl-4,5-bis(diphenylphosphino)xanthene and 0.04 g of palladium acetate are added successively to a solution of 0.40 g of 9H-carbazole-4-carboxylic acid methyl ester, obtained according to stage 2 of Example 1, in 30 ml of dioxane under an inert argon atmosphere. The reaction mixture is refluxed for 3 hours, and then cooled, filtered and concentrated under reduced pressure. The residue is purified by silica gel... Reactants: CC1=C(C(=CC(=C1)C)C)C1=CC2=C(N=C(N=C2)N)N=C1N (6-(2,4,6-Trimethyl-phenyl)-pyrido[2,3-d]pyrimidine-2,7-diamine), C(C)(C)(C)N=C=O (tert-butyl isocyanate). The product is NC=1N=CC2=C(N1)N=C(C(=C2)C2=C(C=C(C=C2C)C)C)NC(=O)NC(C)(C)C (1-[2-Amino-6-(2,4,6-trimethyl-phenyl)-pyrido[2,3-d]pyrimidin-7-yl]-3-tert-butyl-urea). Reaction SMILES: [CH3:1][C:2]1[CH:7]=[C:6]([CH3:8])[CH:5]=[C:4]([CH3:9])[C:3]=1[C:10]1[C:20]([NH2:21])=[N:19][C:13]2[N:14]=[C:15]([NH2:18])[N:16]=[CH:17][C:12]=2[CH:11]=1.[C:22]([N:26]=[C:27]=[O:28])([CH3:25])([CH3:24])[CH3:23]>>[NH2:18][C:15]1[N:16]=[CH:17][C:12]2[CH:11]=[C:10]([C:3]3[C:4]([CH3:9])=[CH:5][C:6]([CH3:8])=[CH:7][C:2]=3[CH3:1])[C:20]([NH:21][C:27]([NH:26][C:22]([CH3:25])([CH3:24])[CH3:23])=[O:28])=[N:19][C:13]=2[N:14]=1. Procedure: The title compound was prepared from 0.25 g of 6-(2,4,6-trimethyl-phenyl)-pyrido[2,3-d]pyrimidine-2,7-diamine from Example 96 and 0.109 mL of tert-butyl isocyanate according to Example 2. The product was purified by medium pressure liquid chromatography eluting with 1:1 CHCl3 :EtOAc; mp 281°-297° C.; CIMS (1% ammonia in methane): m/z (relative intensity) 379 (MH+ +1, 100), 380 (MH+ +2, 23). As a reaction SMILES: [C:1]([C:3]1[CH:4]=[N:5][N:6]2[C:11]([C:12]([F:15])([F:14])[F:13])=[CH:10][C:9]([C:16]3[CH:21]=[CH:20][C:19]([C:22]([F:25])([F:24])[F:23])=[CH:18][CH:17]=3)=[N:8][C:7]=12)#[CH:2].[N:26]1([CH2:32][CH2:33][NH:34][S:35]([C:38]2[S:39][C:40](Cl)=[CH:41][CH:42]=2)(=[O:37])=[O:36])[CH2:31][CH2:30][O:29][CH2:28][CH2:27]1>>[N:26]1([CH2:32][CH2:33][NH:34][S:35]([C:38]2[S:39][C:40]([C:2]#[C:1][C:3]3[CH:4]=[N:5][N:6]4[C:11]([C:12]([F:14])([F:13])[F:15])=[CH:10][C:9]([C:16]5[CH:21]=[CH:20][C:19]([C:22]([F:25])([F:24])[F:23])=[CH:18][CH:17]=5)=[N:8][C:7]=34)=[CH:41][CH:42]=2)(=[O:36])=[O:37])[CH2:31][CH2:30][O:29][CH2:28][CH2:27]1. Procedure: The title compound was prepared from 3-ethynyl-7-trifluoromethyl-5-(4-trifluoromethyl-phenyl)-pyrazolo[1,5-a]pyrimidine (example C.1) (178 mg, 0.5 mmol) and 5-chloro-thiophene-2-sulfonic acid (2-morpholin-4-yl-ethyl)-amide (example B.38) (155 mg, 0.5 mmol) according to general procedure II. Obtained as an orange solid (51 mg, 16%). MS (ISP) 630.1 [(M+H)+]; mp 219° C. Starting materials: C(#C)C=1C=NN2C1N=C(C=C2C(F)(F)F)C2=CC=C(C=C2)C(F)(F)F (3-ethynyl-7-trifluoromethyl-5-(4-trifluoromethyl-phenyl)-pyrazolo[1,5-a]pyrimidine), N1(CCOCC1)CCNS(=O)(=O)C=1SC(=CC1)Cl (5-Chloro-thiophene-2-sulfonic acid (2-morpholin-4-yl-ethyl)-amide). The yield is 16.0%. The product is N1(CCOCC1)CCNS(=O)(=O)C=1SC(=CC1)C#CC=1C=NN2C1N=C(C=C2C(F)(F)F)C2=CC=C(C=C2)C(F)(F)F (5-[7-Trifluoromethyl-5-(4-trifluoromethyl-phenyl)-pyrazolo[1,5-a]pyrimidin-3-ylethynyl]-thiophene-2-sulfonic acid (2-morpholin-4-yl-ethyl)-amide), solid. The reactants are C(C1=CC=CC=C1)S (benzyl mercaptan), CCN(C(C)C)C(C)C (n,n-diisopropylethylamine), BrC1=CC=C2C(NC=NC2=C1)=O (7-bromoquinazolin-4(3H)-one), CC1(C2=C(C(=CC=C2)P(C3=CC=CC=C3)C4=CC=CC=C4)OC5=C(C=CC=C51)P(C6=CC=CC=C6)C7=CC=CC=C7)C (Xantphos). Reagents/catalysts: C=1C=CC(=CC1)/C=C/C(=O)/C=C/C2=CC=CC=C2.C=1C=CC(=CC1)/C=C/C(=O)/C=C/C2=CC=CC=C2.C=1C=CC(=CC1)/C=C/C(=O)/C=C/C2=CC=CC=C2.[Pd].[Pd] (Pd2(dba)3). Run in O1CCOCC1 (dioxane), O (water). Conditions: temperature 90 celsius, time 1 hour. Product: C(C1=CC=CC=C1)SC1=CC=C2C(NC=NC2=C1)=O (7-(benzylthio)quinazolin-4(3H)-one). As a reaction SMILES: Br[C:2]1[CH:11]=[C:10]2[C:5]([C:6](=[O:12])[NH:7][CH:8]=[N:9]2)=[CH:4][CH:3]=1.CC1(C)C2C(=C(P(C3C=CC=CC=3)C3C=CC=CC=3)C=CC=2)OC2C(P(C3C=CC=CC=3)C3C=CC=CC=3)=CC=CC1=2.[CH2:55]([SH:62])[C:56]1[CH:61]=[CH:60][CH:59]=[CH:58][CH:57]=1.CCN(C(C)C)C(C)C>O.C1C=CC(/C=C/C(/C=C/C2C=CC=CC=2)=O)=CC=1.C1C=CC(/C=C/C(/C=C/C2C=CC=CC=2)=O)=CC=1.C1C=CC(/C=C/C(/C=C/C2C=CC=CC=2)=O)=CC=1.[Pd].[Pd].O1CCOCC1>[CH2:55]([S:62][C:2]1[CH:11]=[C:10]2[C:5]([C:6](=[O:12])[NH:7][CH:8]=[N:9]2)=[CH:4][CH:3]=1)[C:56]1[CH:61]=[CH:60][CH:59]=[CH:58][CH:57]=1 |f:5.6.7.8.9|. Reported procedure: A round bottom flask was charged with 7-bromoquinazolin-4(3H)-one (10 g, 44.4 mmol), Xantphos (1.286 g, 2.222 mmol), and Pd2(dba)3 (1.017 g, 1.111 mmol). The flask was flushed with Ar (g), then dioxane (89 ml), benzyl mercaptan (5.52 ml, 46.7 mmol), and n,n-diisopropylethylamine (15.52 ml, 89 mmol) were added in sequence. The reaction was fitted with a reflux condenser, heated to 90° C., and stirred for one hour. The reaction was diluted with water and filtered. The solids were washed thoroughly... Reactants: C(C)(=O)C=1C(C(=C(NC1C)C)C(CCCCCl)=O)C1=CC(=CC=C1)[N+](=O)[O-] (5-acetyl-1,4-dihydro-2,6-dimethyl-3-(5-chloropentanoyl)-4-(3-nitrophenyl)-pyridine), C1(=CC=CC=C1)C(=C1CCNCC1)C1=CC=CC=C1 (4-diphenylmethylenepiperidine), [I-].[Na+] (sodium iodide), C([O-])([O-])=O.[Na+].[Na+] (sodium carbonate). Solvent: CC(=O)C (acetone). Yields the product C(C)(=O)C=1C(C(=C(NC1C)C)C(CCCCN1CCC(CC1)=C(C1=CC=CC=C1)C1=CC=CC=C1)=O)C1=CC(=CC=C1)[N+](=O)[O-] (5-Acetyl-1,4-dihydro-2,6-dimethyl-3-[5-(4-diphenylmethylene-1-piperidinyl)-pentanoyl]-4-(3-nitrophenyl)-pyridine). As a reaction SMILES: [C:1]([C:4]1[CH:5]([C:19]2[CH:24]=[CH:23][CH:22]=[C:21]([N+:25]([O-:27])=[O:26])[CH:20]=2)[C:6]([C:12](=[O:18])[CH2:13][CH2:14][CH2:15][CH2:16]Cl)=[C:7]([CH3:11])[NH:8][C:9]=1[CH3:10])(=[O:3])[CH3:2].[C:28]1([C:34]([C:41]2[CH:46]=[CH:45][CH:44]=[CH:43][CH:42]=2)=[C:35]2[CH2:40][CH2:39][NH:38][CH2:37][CH2:36]2)[CH:33]=[CH:32][CH:31]=[CH:30][CH:29]=1.[I-].[Na+].C(=O)([O-])[O-].[Na+].[Na+]>CC(C)=O>[C:1]([C:4]1[CH:5]([C:19]2[CH:24]=[CH:23][CH:22]=[C:21]([N+:25]([O-:27])=[O:26])[CH:20]=2)[C:6]([C:12](=[O:18])[CH2:13][CH2:14][CH2:15][CH2:16][N:38]2[CH2:39][CH2:40][C:35](=[C:34]([C:41]3[CH:46]=[CH:45][CH:44]=[CH:43][CH:42]=3)[C:28]3[CH:29]=[CH:30][CH:31]=[CH:32][CH:33]=3)[CH2:36][CH2:37]2)=[C:7]([CH3:11])[NH:8][C:9]=1[CH3:10])(=[O:3])[CH3:2] |f:2.3,4.5.6|. Reported procedure: 4.7 g (12 mmol) 5-acetyl-1,4-dihydro-2,6-dimethyl-3-(5-chloropentanoyl)-4-(3-nitrophenyl)-pyridine and 3 g (14 mmol) 4-diphenylmethylenepiperidine are boiled under reflux with 1.9 g (12 mmol) sodium iodide and 5 g (48 mmol) sodium carbonate in 200 ml acetone for 5 days. The mixture is filtered and concentrated, and the residue is taken up in 100 ml ethyl acetate. This solution is extracted by shaking with 40 ml sodium thiosulphate solution (5%). The organic phase is dried over magnesium sulphate... Starting materials: COC1=CC=C(C=C1)NS(=O)(=O)C1=CC=C(C(=O)O)C=C1 (4-(N-(4-methoxyphenyl)sulfamoyl)benzoic acid), N1=C(C=CC=C1)C=1N=C(SC1)N (4-(pyridin-2-yl)thiazol-2-amine). The product is COC1=CC=C(C=C1)NS(=O)(=O)C1=CC=C(C(=O)NC=2SC=C(N2)C2=NC=CC=C2)C=C1 (4-(N-(4-methoxyphenyl)sulfamoyl)-N-(4-(pyridin-2-yl)thiazol-2-yl)benzamide). As a reaction SMILES: [CH3:1][O:2][C:3]1[CH:8]=[CH:7][C:6]([NH:9][S:10]([C:13]2[CH:21]=[CH:20][C:16]([C:17](O)=[O:18])=[CH:15][CH:14]=2)(=[O:12])=[O:11])=[CH:5][CH:4]=1.[N:22]1[CH:27]=[CH:26][CH:25]=[CH:24][C:23]=1[C:28]1[N:29]=[C:30]([NH2:33])[S:31][CH:32]=1>>[CH3:1][O:2][C:3]1[CH:8]=[CH:7][C:6]([NH:9][S:10]([C:13]2[CH:21]=[CH:20][C:16]([C:17]([NH:33][C:30]3[S:31][CH:32]=[C:28]([C:23]4[CH:24]=[CH:25][CH:26]=[CH:27][N:22]=4)[N:29]=3)=[O:18])=[CH:15][CH:14]=2)(=[O:11])=[O:12])=[CH:5][CH:4]=1. Reported procedure: 4-(N-(4-methoxyphenyl)sulfamoyl)benzoic acid (10) (104 mg, 0.34 mmol) was treated with 4-(pyridin-2-yl)thiazol-2-amine (50 mg, 0.28 mmol) using method C. The residue was purified using flash chromatography eluting with EtOAc. The resulting solid was triturated with diethyl ether to give 4-(N-(4-methoxyphenyl)sulfamoyl)-N-(4-(pyridin-2-yl)thiazol-2-yl)benzamide as a yellow solid. Yield: 29 mg (25%). 1H-NMR: 10.08 (s, 1H), 8.63-8.60 (m, 1H), 8.21 (d, J=8.5 Hz, 2H), 8.04-7.87 (m, 3H), 7.82 (d, J=8.... Reactants: O=C(Nc1cn2nc(Oc3cncc(Br)c3)ccc2n1)C1CC1, O=C([O-])[O-], CCOC(C)=O, C1COCCO1, [Cu]I, NC(=O)c1cccc(C(F)(F)F)c1, [K+], [K+], NC1CCCCC1N, C1CCOC1. Product: O=C(Nc1cncc(Oc2ccc3nc(NC(=O)C4CC4)cn3n2)c1)c1cccc(C(F)(F)F)c1. As a reaction SMILES: [Br:1][c:2]1[cH:3][c:4]([O:8][c:9]2[cH:10][cH:11][c:12]3[n:13]([n:14]2)[cH:15][c:16]([NH:18][C:19](=[O:20])[CH:21]2[CH2:22][CH2:23]2)[n:17]3)[cH:5][n:6][cH:7]1.[C:45](=[O:46])([O-:47])[O-:48].[C:57]([O:58][CH2:59][CH3:60])(=[O:61])[CH3:62].[CH2:51]1[O:52][CH2:53][CH2:54][O:55][CH2:56]1.[Cu:68][I:69].[F:24][C:25]([c:26]1[cH:27][c:28]([C:29](=[O:30])[NH2:31])[cH:32][cH:33][cH:34]1)([F:35])[F:36].[K+:49].[K+:50].[NH2:37][CH:38]1[CH2:39][CH2:40][CH2:41][CH2:42][CH:43]1[NH2:44].[O:63]1[CH2:64][CH2:65][CH2:66][CH2:67]1>>[c:2]1([NH:31][C:29]([c:28]2[cH:27][c:26]([C:25]([F:24])([F:35])[F:36])[cH:34][cH:33][cH:32]2)=[O:30])[cH:3][c:4]([O:8][c:9]2[cH:10][cH:11][c:12]3[n:13]([n:14]2)[cH:15][c:16]([NH:18][C:19](=[O:20])[CH:21]2[CH2:22][CH2:23]2)[n:17]3)[cH:5][n:6][cH:7]1. The reactants are CC(C)(C)OC(=O)NCCC(NC(=O)OCC1c2ccccc2-c2ccccc21)C(=O)N1CCOCC1, C1CCNCC1, CN(C)C=O. Product: CC(C)(C)OC(=O)NCCC(N)C(=O)N1CCOCC1. Reaction SMILES: [C:1]([CH3:2])([CH3:3])([CH3:4])[O:5][C:6]([NH:7][CH2:8][CH2:9][CH:10]([C:11](=[O:12])[N:13]1[CH2:14][CH2:15][O:16][CH2:17][CH2:18]1)[NH:19][C:20]([O:21][CH2:22][CH:23]1[c:24]2[cH:25][cH:26][cH:27][cH:28][c:29]2-[c:30]2[c:31]1[cH:32][cH:33][cH:34][cH:35]2)=[O:36])=[O:37].[CH2:38]1[CH2:39][CH2:40][NH:41][CH2:42][CH2:43]1.[CH3:44][N:45]([CH3:46])[CH:47]=[O:48]>>[C:1]([CH3:2])([CH3:3])([CH3:4])[O:5][C:6]([NH:7][CH2:8][CH2:9][CH:10]([C:11](=[O:12])[N:13]1[CH2:14][CH2:15][O:16][CH2:17][CH2:18]1)[NH2:19])=[O:37]. The reactants are C(CCCC)N1CCNCC1 (1-pentylpiperazine), C12C(OC(C2C1)=O)=O (3-oxabicyclo[3.1.0]-hexane-2,4-dione). Run in C(C)O (ethanol). The product is C(CCCC)N1CCN(CC1)C(=O)C1C(C1)C(=O)O (2-[(4-Pentylpiperazin-1-yl)carbonyl]cyclopropane-carboxylic acid). As a reaction SMILES: [CH2:1]([N:6]1[CH2:11][CH2:10][NH:9][CH2:8][CH2:7]1)[CH2:2][CH2:3][CH2:4][CH3:5].[CH:12]12[CH2:17][CH:16]1[C:15](=[O:18])[O:14][C:13]2=[O:19]>C(O)C>[CH2:1]([N:6]1[CH2:7][CH2:8][N:9]([C:15]([CH:16]2[CH2:17][CH:12]2[C:13]([OH:19])=[O:14])=[O:18])[CH2:10][CH2:11]1)[CH2:2][CH2:3][CH2:4][CH3:5]. Procedure: To 100 mL of ethanol is added 1-pentylpiperazine (15.6 g, 0.1 mol) and 11.2 g (0.1 mol) of 3-oxabicyclo[3.1.0]-hexane-2,4-dione. Reflux the reaction and monitor by thin-layer chromatography. Upon completion remove the solvent in vacuo to obtain the title compound.